Task: describe an organic reaction: reactants, conditions, products, and yield. Dataset: the Open Reaction Database (ORD), a public repository of structured organic reaction records Starting materials: ClC=1N=C(C(=NC1)N)OC (5-chloro-3-methoxy-2-pyrazinamine), ClC1=C(C=CC(=C1)Cl)S(=O)(=O)Cl (2,4-dichlorobenzenesulphonyl chloride). The product is ClC=1N=C(C(=NC1)NS(=O)(=O)C1=C(C=C(C=C1)Cl)Cl)OC (N-(5-Chloro-3-methoxy-2-pyrazinyl)-2,4-dichlorobenzenesulphonamide). RXN SMILES: [Cl:1][C:2]1[N:3]=[C:4]([O:9][CH3:10])[C:5]([NH2:8])=[N:6][CH:7]=1.[Cl:11][C:12]1[CH:17]=[C:16]([Cl:18])[CH:15]=[CH:14][C:13]=1[S:19](Cl)(=[O:21])=[O:20]>>[Cl:1][C:2]1[N:3]=[C:4]([O:9][CH3:10])[C:5]([NH:8][S:19]([C:13]2[CH:14]=[CH:15][C:16]([Cl:18])=[CH:17][C:12]=2[Cl:11])(=[O:21])=[O:20])=[N:6][CH:7]=1. Procedure details: Prepared by the method of Example 1 (reaction performed at room temperature) using 5-chloro-3-methoxy-2-pyrazinamine (0.1 g) and 2,4-dichlorobenzenesulphonyl chloride (0.13 g). Yield 0.045 g. Reactants: ClC=1C=C(C=C(C1)Cl)C(CC(=O)C1=CC(=C(C(=O)NC2CSC2)C=C1)C)(C(F)(F)F)C[N+](=O)[O-] (4-[3-(3,5-dichloro-phenyl)-4,4,4-trifluoro-3-nitromethyl-butyryl]-2-methyl-N-thietan-3-yl-benzamide), Cl (hydrochloric acid), O (Water). Solvent: CN(C)C=O (DMF). Reaction conditions: temperature 80 celsius, time 4 hour. Product: ClC=1C=C(C=C(C1)Cl)C1(CC(=NC1)C1=CC(=C(C(=O)NC2CSC2)C=C1)C)C(F)(F)F (4-[4-(3,5-dichloro-phenyl)-4-trifluoromethyl-4,5-dihydro-3H-pyrrol-2-yl]-2-methyl-N-thietan-3-yl-benzamide). The yield is 16.9%. Reaction SMILES: [Cl:1][C:2]1[CH:3]=[C:4]([C:9]([CH2:31][N+:32]([O-])=O)([C:27]([F:30])([F:29])[F:28])[CH2:10][C:11]([C:13]2[CH:25]=[CH:24][C:16]([C:17]([NH:19][CH:20]3[CH2:23][S:22][CH2:21]3)=[O:18])=[C:15]([CH3:26])[CH:14]=2)=O)[CH:5]=[C:6]([Cl:8])[CH:7]=1.Cl.O>CN(C=O)C>[Cl:1][C:2]1[CH:3]=[C:4]([C:9]2([C:27]([F:30])([F:29])[F:28])[CH2:31][N:32]=[C:11]([C:13]3[CH:25]=[CH:24][C:16]([C:17]([NH:19][CH:20]4[CH2:23][S:22][CH2:21]4)=[O:18])=[C:15]([CH3:26])[CH:14]=3)[CH2:10]2)[CH:5]=[C:6]([Cl:8])[CH:7]=1. Procedure: To a solution of 4-[3-(3,5-dichloro-phenyl)-4,4,4-trifluoro-3-nitromethyl-butyryl]-2-methyl-N-thietan-3-yl-benzamide (Example I21) (78 mg) in DMF (1.5 ml) zinc powder (48 mg) was added at ambient temperature. The reaction mixture was heated to 80° C. and concentrated hydrochloric acid (0.3 ml) was added drop-wise. The reaction mixture was stirred at 80° C. for 4 hours. Water was added and the mixture was extracted twice with ethyl acetate. The combined organic phases were washed with brine, drie...